Dataset: the Open Reaction Database (ORD), a public repository of structured organic reaction records. Task: describe an organic reaction: reactants, conditions, products, and yield Starting materials: ClC=1C=CC=C2C(=NNC12)C1=CC=C(C=C1)OC (7-chloro-3-(4-methoxyphenyl)-1H-indazole), [H-].[Na+] (sodium hydride), ICCC (1-iodopropane). Yields the product ClC=1C=CC=C2C(=NN(C12)CCC)C1=CC=C(C=C1)OC (7-chloro-3-(4-methoxyphenyl)-1-propyl-1H-indazole). Yield: 53.9%. RXN SMILES: [Cl:1][C:2]1[CH:3]=[CH:4][CH:5]=[C:6]2[C:10]=1[NH:9][N:8]=[C:7]2[C:11]1[CH:16]=[CH:15][C:14]([O:17][CH3:18])=[CH:13][CH:12]=1.[H-].[Na+].I[CH2:22][CH2:23][CH3:24]>>[Cl:1][C:2]1[CH:3]=[CH:4][CH:5]=[C:6]2[C:10]=1[N:9]([CH2:22][CH2:23][CH3:24])[N:8]=[C:7]2[C:11]1[CH:16]=[CH:15][C:14]([O:17][CH3:18])=[CH:13][CH:12]=1 |f:1.2|. Procedure details: Prepared according to Method D step B from 7-chloro-3-(4-methoxyphenyl)-1H-indazole (0.129 g, 0.5 mmol), sodium hydride (60% in oil, 0.024 g, 0.6 mmol) and 1-iodopropane (0.098 mL, 1.0 mmol) to give the title compound (0.081 g) as a white solid. Starting materials: ClC1=NC(=NC(=C1C=O)NC(CC)CC)SC (4-chloro-6-(1-ethyl-propylamino)-2-methylsulfanyl-pyrimidine-5-carbaldehyde), ClC1=C(C=CC=C1)B(O)O (2-chlorophenylboronic acid). Product: ClC1=C(C=CC=C1)C1=NC(=NC(=C1C=O)NC(CC)CC)SC (4-(2-chloro-phenyl)-6-(1-ethyl-propylamino)-2-methylsulfanyl-pyrimidine-5-carbaldehyde). Reaction SMILES: Cl[C:2]1[C:7]([CH:8]=[O:9])=[C:6]([NH:10][CH:11]([CH2:14][CH3:15])[CH2:12][CH3:13])[N:5]=[C:4]([S:16][CH3:17])[N:3]=1.[Cl:18][C:19]1[CH:24]=[CH:23][CH:22]=[CH:21][C:20]=1B(O)O>>[Cl:18][C:19]1[CH:24]=[CH:23][CH:22]=[CH:21][C:20]=1[C:2]1[C:7]([CH:8]=[O:9])=[C:6]([NH:10][CH:11]([CH2:14][CH3:15])[CH2:12][CH3:13])[N:5]=[C:4]([S:16][CH3:17])[N:3]=1. Procedure details: Prepared as described above in Example 11 starting from 4-chloro-6-(1-ethyl-propylamino)-2-methylsulfanyl-pyrimidine-5-carbaldehyde and 2-chlorophenylboronic acid to give the title compound 4-(2-chloro-phenyl)-6-(1-ethyl-propylamino)-2-methylsulfanyl-pyrimidine-5-carbaldehyde. 1H-NMR: δ 0.91 (m, 6H), 1.42-1.60 (m, 4H), 2.45 (s, 3H), 4.21 (m, 1H), 7.32 (m, 4H), 8.96 (br s, 1H), 9.44 (s, 1H). LC MS (m/e)=350 (MH+). The reactants are [N+]1(=CC=CC=C1)[O-] (pyridine-N-oxide), C(C)(=O)Br (acetyl bromide), [OH-].[Na+] (sodium hydroxide). Reaction conditions: temperature 55 celsius, time 8 hour. The product is BrC1=CC(=[N+](C=C1C)[O-])C (4-bromo-2,5-dimethylpyridine-N-oxide). Yield: 93.2%. As a reaction SMILES: [N+:1]1([O-:7])[CH:6]=[CH:5][CH:4]=[CH:3][CH:2]=1.[C:8]([Br:11])(=O)[CH3:9].[OH-].[Na+]>>[Br:11][C:8]1[C:3]([CH3:4])=[CH:2][N+:1]([O-:7])=[C:6]([CH3:5])[CH:9]=1 |f:2.3|. Procedure: A portion of the pyridine-N-oxide (106.4 g, 0.633 mol) was added slowly to 300 g of acetyl bromide at a rate that maintained the reaction temperature at 20°-30° C. (modification of procedure described in Ochiai, J. Org. Chem, 18, 549(1953)). After the addition was complete, the reaction was heated to 55° C. and left to stir overnight. The reaction mixture was cooled to room temperature and then slowly poured over ice. The mixture was slowly basified with 10M sodium hydroxide and extracted with c... Starting materials: FC=1C=CC(=C(C1)C1=C(C=C(C=C1)CNS(=O)(=O)C1=CC=C(C=C1)OC)OC)OC (N-(5′-Fluoro-2,2′-dimethoxy-biphenyl-4-ylmethyl)-4-methoxy-benzenesulfonamide), ClC=1C=C(C=CC1C(C)N)C1=C(C=CC(=C1)F)OC (1-(3-chloro-5′-fluoro-2′-methoxy-biphenyl-4-yl)-ethylamine), ClC1=C(C=CC(=C1)C#N)S(=O)(=O)Cl (2-chloro-4-cyanobenzene sulfonyl chloride). The product is ClC1=C(C=CC(=C1)C#N)S(=O)(=O)NC(C)C1=C(C=C(C=C1)C1=C(C=CC(=C1)F)OC)Cl (2-Chloro-N-[1-(3-chloro-5′-fluoro-2′-methoxy-biphenyl-4-yl)-ethyl]-4-cyano-benzenesulfonamide). Reaction SMILES: FC1C=CC(OC)=C(C2C=CC(CNS(C3C=CC(OC)=CC=3)(=O)=O)=CC=2OC)C=1.[Cl:31][C:32]1[CH:33]=[C:34]([C:41]2[CH:46]=[C:45]([F:47])[CH:44]=[CH:43][C:42]=2[O:48][CH3:49])[CH:35]=[CH:36][C:37]=1[CH:38]([NH2:40])[CH3:39].[Cl:50][C:51]1[CH:56]=[C:55]([C:57]#[N:58])[CH:54]=[CH:53][C:52]=1[S:59](Cl)(=[O:61])=[O:60]>>[Cl:50][C:51]1[CH:56]=[C:55]([C:57]#[N:58])[CH:54]=[CH:53][C:52]=1[S:59]([NH:40][CH:38]([C:37]1[CH:36]=[CH:35][C:34]([C:41]2[CH:46]=[C:45]([F:47])[CH:44]=[CH:43][C:42]=2[O:48][CH3:49])=[CH:33][C:32]=1[Cl:31])[CH3:39])(=[O:60])=[O:61]. Procedure details: To a stirred solution of 4-bromo-2-chloro-acetophenone (4.66 g, 20 mmol) in methanol (50 ml) under nitrogen atmosphere was added ammonium acetate (29 g, 0.4 mol) and sodium cyanoborohydride (1.21 g, 20 mmol). The reaction mixture was stirred at ambient temperature for 10 days. The solvent was evaporated and the residue partitioned between dichloromethane and aqueous sodium carbonate solution. The organic phase was dried over anhydrous sodium sulfate and the solvent evaporated. The residue was di... The reactants are [Br-].C(C)(=O)OCCCCN1C=2N=C([NH2+]C(C2N(C1)CC1=CC=CC=C1)=O)NC(C)=O (9-(4-Acetoxybutyl)-N2 -acetyl-7-benzylguaninium bromide). Reagents/catalysts: [Pd] (Pd/C). Solvent: CO (methanol). Reaction conditions: temperature 40 celsius, time 4 hour. Yields the product OCCCCN1C=2N=C(NC(C2N=C1)=O)N (9-hydroxybutylguanine). Yield: 96.1%. RXN SMILES: [Br-].C([O:5][CH2:6][CH2:7][CH2:8][CH2:9][N:10]1[CH2:18][N:17](CC2C=CC=CC=2)[C:16]2[C:15](=[O:26])[NH2+:14][C:13]([NH:27]C(=O)C)=[N:12][C:11]1=2)(=O)C>[Pd].CO>[OH:5][CH2:6][CH2:7][CH2:8][CH2:9][N:10]1[CH:18]=[N:17][C:16]2[C:15](=[O:26])[NH:14][C:13]([NH2:27])=[N:12][C:11]1=2 |f:0.1|. Reported procedure: 9-(4-Acetoxybutyl)-N2 -acetyl-7-benzylguaninium bromide (39.7 g; content 97.5%; 80.8 mmol) was added to a mixed solution of methanol (404 ml) and 7.48 g (1.62 mmol) of 5% Pd/C (water content 54%). The reaction was carried out at 50° C. for 4 h under hydrogen atmosphere (1 atm). After completion of the reaction (confirmed by HPLC), the reaction mixture was filtered through Celite, and the solvent was removed by distillation under reduced pressure. Then, water (130 ml) and 25% NaOH (45.2 g) were a... Reactants: FC1=CC=C(C=C1)C1=CC=C(C=C1)[C@H](C)N1C(O[C@@](CC1)(CCO)C1=CC=C(C=C1)F)=O ((S)-3-((S)-1-(4′-fluorobiphenyl-4-yl)ethyl)-6-(4-fluorophenyl)-6-(2-hydroxyethyl)-1,3-oxazinan-2-one), F[C@@H]1CNCC1 ((S)-3-fluoropyrrolidine). Yields the product FC1=CC=C(C=C1)C1=CC=C(C=C1)[C@H](C)N1C(O[C@@](CC1)(CCN1C[C@H](CC1)F)C1=CC=C(C=C1)F)=O ((R)-3-((S)-1-(4′-fluorobiphenyl-4-yl)ethyl)-6-(4-fluorophenyl)-6-(2-((S)-3-fluoropyrrolidin-1-yl)ethyl)-1,3-oxazinan-2-one). As a reaction SMILES: [F:1][C:2]1[CH:7]=[CH:6][C:5]([C:8]2[CH:13]=[CH:12][C:11]([C@@H:14]([N:16]3[CH2:21][CH2:20][C@@:19]([C:25]4[CH:30]=[CH:29][C:28]([F:31])=[CH:27][CH:26]=4)([CH2:22][CH2:23]O)[O:18][C:17]3=[O:32])[CH3:15])=[CH:10][CH:9]=2)=[CH:4][CH:3]=1.[F:33][C@H:34]1[CH2:38][CH2:37][NH:36][CH2:35]1>>[F:1][C:2]1[CH:3]=[CH:4][C:5]([C:8]2[CH:9]=[CH:10][C:11]([C@@H:14]([N:16]3[CH2:21][CH2:20][C@@:19]([C:25]4[CH:26]=[CH:27][C:28]([F:31])=[CH:29][CH:30]=4)([CH2:22][CH2:23][N:36]4[CH2:37][CH2:38][C@H:34]([F:33])[CH2:35]4)[O:18][C:17]3=[O:32])[CH3:15])=[CH:12][CH:13]=2)=[CH:6][CH:7]=1. Procedure: The title compound was prepared from (S)-3-((S)-1-(4′-fluorobiphenyl-4-yl)ethyl)-6-(4-fluorophenyl)-6-(2-hydroxyethyl)-1,3-oxazinan-2-one following procedures analogous to those described in Example 178 using (S)-3-fluoropyrrolidine in Step 2. LC-MS Method 3 tR=0.962 min, m/z=531.1; 1H NMR (CDCl3) 0.80-0.92 (m, 1H), 1.46-1.57 (m, 4H), 1.59 (s, 3H), 2.16-2.40 (m, 6H), 2.75-3.09 (m, 3H), 5.10-5.38 (m, 1H), 5.70 (m, 1H), 7.01-7.13 (m, 6H), 7.30-7.49 (m, 4H), 7.46 (m, 2H). Starting materials: BrC1=CC=C(C(=N1)C(NC)=O)NC1=NC(=NC=C1C(F)(F)F)NC1=C(C=C(CP(OCC)(O[C@H](C)CCN2N=CC(=C2)B2OC(C(O2)(C)C)(C)C)=O)C=C1)OC (ethyl (2R)-4-[4-(4,4,5,5-tetramethyl-1,3,2-dioxaborolan-2-yl)-1H-pyrazol-1-yl]butan-2-yl (4-{[4-{[6-bromo-2-(methylcarbamoyl)pyridin-3-yl]amino}-5-(trifluoromethyl)pyrimidin-2-yl]amino}-3-methoxybenzyl)phosphonate), CC1(OB(OC1(C)C)C=1C=NN(C1)CC[C@H](C)O)C ((25)-4-[4-(4,4,5,5-tetramethyl-1,3,2-dioxaborolan-2-yl)-1H-pyrazol-1-yl]butan-2-ol), CC1(OB(OC1(C)C)C=1C=NN(C1)CC[C@H](C)O)C ((25)-4-[4-(4,4,5,5-tetramethyl-1,3,2-dioxaborolan-2-yl)-1H-pyrazol-1-yl]butan-2-ol), BrC1=CC=C(C(=N1)C(NC)=O)NC1=NC(=NC=C1C(F)(F)F)NC1=C(C=C(CP(OCC)(O)=O)C=C1)OC (ethyl hydrogen (4-{[4-{[6-bromo-2-(methylcarbamoyl)pyridin-3-yl]amino}-5-(trifluoromethyl)pyrimidin-2-yl]amino}-3-methoxybenzyl)phosphonate), BrC1=CC=C(C(=N1)C(NC)=O)NC1=NC(=NC=C1C(F)(F)F)NC1=C(C=C(CP(OCC)(O)=O)C=C1)OC (ethyl hydrogen (4-{[4-{[6-bromo-2-(methylcarbamoyl)pyridin-3-yl]amino}-5-(trifluoromethyl)pyrimidin-2-yl]amino}-3-methoxybenzyl)phosphonate). Product: BrC1=CC=C(C(=N1)C(NC)=O)NC1=NC(=NC=C1C(F)(F)F)NC1=C(C=C(CP(OCC)(O[C@@H](C)CCN2N=CC(=C2)B2OC(C(O2)(C)C)(C)C)=O)C=C1)OC (Ethyl (2S)-4-[4-(4,4,5,5-tetramethyl-1,3,2-dioxaborolan-2-yl)-1H-pyrazol-1-yl]butan-2-yl (4-{[4-{[6-bromo-2-(methylcarbamoyl)pyridin-3-yl]amino}-5-(trifluoromethyl)pyrimidin-2-yl]amino}-3-methoxybenzyl)phosphonate). Reaction SMILES: [Br:1][C:2]1[N:7]=[C:6]([C:8](=[O:11])[NH:9][CH3:10])[C:5]([NH:12][C:13]2[C:18]([C:19]([F:22])([F:21])[F:20])=[CH:17][N:16]=[C:15]([NH:23][C:24]3[CH:54]=[CH:53][C:27]([CH2:28][P:29](=[O:52])([O:33][C@@H:34]([CH2:36][CH2:37][N:38]4[CH:42]=[C:41]([B:43]5[O:47][C:46]([CH3:49])([CH3:48])[C:45]([CH3:51])([CH3:50])[O:44]5)[CH:40]=[N:39]4)[CH3:35])[O:30][CH2:31][CH3:32])=[CH:26][C:25]=3[O:55][CH3:56])[N:14]=2)=[CH:4][CH:3]=1.BrC1N=C(C(=O)NC)C(NC2C(C(F)(F)F)=CN=C(NC3C=CC(CP(=O)(O)OCC)=CC=3OC)N=2)=CC=1.CC1(C)C(C)(C)OB(C2C=NN(CC[C@@H](O)C)C=2)O1>>[Br:1][C:2]1[N:7]=[C:6]([C:8](=[O:11])[NH:9][CH3:10])[C:5]([NH:12][C:13]2[C:18]([C:19]([F:22])([F:21])[F:20])=[CH:17][N:16]=[C:15]([NH:23][C:24]3[CH:54]=[CH:53][C:27]([CH2:28][P:29](=[O:52])([O:33][C@H:34]([CH2:36][CH2:37][N:38]4[CH:42]=[C:41]([B:43]5[O:47][C:46]([CH3:49])([CH3:48])[C:45]([CH3:50])([CH3:51])[O:44]5)[CH:40]=[N:39]4)[CH3:35])[O:30][CH2:31][CH3:32])=[CH:26][C:25]=3[O:55][CH3:56])[N:14]=2)=[CH:4][CH:3]=1. Procedure details: Racemic Compound 70A was prepared analogously to Compound 69A using ethyl hydrogen (4-{[4-{[6-bromo-2-(methylcarbamoyl)pyridin-3-yl]amino}-5-(trifluoromethyl)pyrimidin-2-yl]amino}-3-methoxybenzyl)phosphonate (Compound 38C, 1 g, 2 mmol) and (25)-4-[4-(4,4,5,5-tetramethyl-1,3,2-dioxaborolan-2-yl)-1H-pyrazol-1-yl]butan-2-ol (Compound 70B, 400 mg, 2 mmol) to afford 454 mg of the title compound as a mixture of diastereomers (30%). MS (ESI): m/z=867.82/869.81 [M+H]+. UPLC: tR=1.69 min (UPLC-TOF: polar... As a reaction SMILES: [CH3:1][O:2][C:3]1[CH:4]=[C:5]2[C:10](=[CH:11][C:12]=1[O:13][CH3:14])[N:9]=[CH:8][CH:7]=[C:6]2[O:15][C:16]1[CH:22]=[CH:21][C:19]([NH2:20])=[CH:18][C:17]=1[F:23].[CH2:24]([O:26][C:27]1[C:28]([C:38](Cl)=[O:39])=[N:29][N:30]([C:32]2[CH:36]=[CH:35][N:34]([CH3:37])[N:33]=2)[CH:31]=1)[CH3:25]>>[CH3:1][O:2][C:3]1[CH:4]=[C:5]2[C:10](=[CH:11][C:12]=1[O:13][CH3:14])[N:9]=[CH:8][CH:7]=[C:6]2[O:15][C:16]1[CH:22]=[CH:21][C:19]([NH:20][C:38]([C:28]2[C:27]([O:26][CH2:24][CH3:25])=[CH:31][N:30]([C:32]3[CH:36]=[CH:35][N:34]([CH3:37])[N:33]=3)[N:29]=2)=[O:39])=[CH:18][C:17]=1[F:23]. Procedure: Following the general procedure reported in Preparative Example 16 Step 5 X20 was prepared from A2 and 4-ethoxy-1′-methyl-1′H-[1,3′-bipyrazole]-3-carbonyl chloride, which was prepared similar to Preparative Example 16 step 1-4. 1H NMR (400 MHz, d6-DMSO, 300K) δ 1.36 (t, J=7.0 Hz, 3H), 3.85 (s, 3H), 4.01 (s, 3H), 4.02 (s, 3H), 4.06 (q, J=7.0 Hz, 2H), 6.57 (d, J=2.1 Hz, 1H), 6.88 (d, J=6.2 Hz, 1H), 7.52 (s, 1H), 7.56 (m, 2H), 7.71 (s, 1H), 7.76 (d, J=8.9 Hz, 1H), 8.08 (dd, J=2.1 Hz, J=13.1 Hz, 1H)... Starting materials: COC=1C=C2C(=CC=NC2=CC1OC)OC1=C(C=C(N)C=C1)F (4-[(6,7-dimethoxy-4-quinolyl)oxy]-3-fluoro-aniline), C(C)OC=1C(=NN(C1)C1=NN(C=C1)C)C(=O)Cl (4-ethoxy-1′-methyl-1′H-[1,3′-bipyrazole]-3-carbonyl chloride). Yields the product COC=1C=C2C(=CC=NC2=CC1OC)OC1=C(C=C(C=C1)NC(=O)C1=NN(C=C1OCC)C1=NN(C=C1)C)F (N-(4-((6,7-dimethoxyquinolin-4-yl)oxy)-3-fluorophenyl)-4-ethoxy-1′-methyl-1′H-[1,3′-bipyrazole]-3-carboxamide).